Dataset: the Open Reaction Database (ORD), a public repository of structured organic reaction records. Task: describe an organic reaction: reactants, conditions, products, and yield The reactants are CCCCN=C=O, ClC(Cl)Cl, Nc1ccc([N+](=O)[O-])cc1C(=O)NCC1CCN(C(c2ccccc2)c2ccccc2)CC1. Product: CCCCNC(=O)Nc1ccc([N+](=O)[O-])cc1C(=O)NCC1CCN(C(c2ccccc2)c2ccccc2)CC1. Reaction SMILES: [CH2:34]([CH2:35][CH2:36][CH3:37])[N:38]=[C:39]=[O:40].[Cl:41][CH:42]([Cl:43])[Cl:44].[NH2:1][c:2]1[c:3]([C:4](=[O:5])[NH:6][CH2:7][CH:8]2[CH2:9][CH2:10][N:11]([CH:14]([c:15]3[cH:16][cH:17][cH:18][cH:19][cH:20]3)[c:21]3[cH:22][cH:23][cH:24][cH:25][cH:26]3)[CH2:12][CH2:13]2)[cH:27][c:28]([N+:31](=[O:32])[O-:33])[cH:29][cH:30]1>>[NH:1]([c:2]1[c:3]([C:4](=[O:5])[NH:6][CH2:7][CH:8]2[CH2:9][CH2:10][N:11]([CH:14]([c:15]3[cH:16][cH:17][cH:18][cH:19][cH:20]3)[c:21]3[cH:22][cH:23][cH:24][cH:25][cH:26]3)[CH2:12][CH2:13]2)[cH:27][c:28]([N+:31](=[O:32])[O-:33])[cH:29][cH:30]1)[C:39]([NH:38][CH2:34][CH2:35][CH2:36][CH3:37])=[O:40]. Reactants: OP(=O)(O)[O-].[K+] (KH2PO4), [OH-].[Na+] (NaOH), C1(CC1)N (cyclopropylamine), 3V, C1(CC1)N (cyclopropylamine), ( 44.4 ), ClC1=NC(=NC(=N1)Cl)NC1=CC(=C(C=C1)OC)F ((4,6-Dichloro-[1,3,5]triazin-2-yl)-(3fluoro-4-methoxy-phenyl)-amine). Run in CC#N (CH3CN), O (water), CC(=O)C (acetone), CO (CH3OH), CC(=O)C (acetone). The product is ClC1=NC(=NC(=N1)NC1CC1)NC1=CC(=C(C=C1)OC)F (6-Chloro-N-cyclopropyl-N′-(3-fluoro-4-methoxy-phenyl)-[1,3,5]triazine-2,4-diamine). Reaction SMILES: Cl[C:2]1[N:7]=[C:6]([Cl:8])[N:5]=[C:4]([NH:9][C:10]2[CH:15]=[CH:14][C:13]([O:16][CH3:17])=[C:12]([F:18])[CH:11]=2)[N:3]=1.[CH:19]1([NH2:22])[CH2:21][CH2:20]1.[OH-].[Na+].OP([O-])(O)=O.[K+]>CC(C)=O.CC#N.CO.O>[Cl:8][C:6]1[N:7]=[C:2]([NH:22][CH:19]2[CH2:21][CH2:20]2)[N:3]=[C:4]([NH:9][C:10]2[CH:15]=[CH:14][C:13]([O:16][CH3:17])=[C:12]([F:18])[CH:11]=2)[N:5]=1 |f:2.3,4.5|. Reported procedure: To 124 (2.01 g, 7.0 mmol) dissolved in acetone (40 mL) was added a solution of cyclopropylamine (0.5 mL, 7 mmol) in acetone (5 mL) followed by addition of NaOH (2.8 mL, 2.5 N, 7.0 mmol) and 8 mL of water. The reaction was stirred and heated at reflux for 3 hours. The reaction mixture was poured over crushed ice. The solid that formed was collected by vacuum filtration and was dried overnight under vacuum to afford unpurified E10 (1.8 g). {A separate reaction [124, (2.00 g, 7 mmol) and cyclopropy... Starting materials: Cl (hydrochloric acid), O1CCC2=C1C=CC(=C2)C(CCC(=O)O)=O (4-(2,3-dihydro-5-benzofuranyl)-4-oxobutanoic acid), C1(=CC=CC=C1)C (toluene), Cl (hydrochloric acid), mercuric chloride. The reagents and catalysts are [Zn] (zinc). Run in O (water). Conditions: time 8 hour. Product: O1CCC2=C1C=CC(=C2)CCCC(=O)O (4-(2,3-Dihydro-5-benzofuranyl)butanoic acid). RXN SMILES: Cl.[O:2]1[C:6]2[CH:7]=[CH:8][C:9]([C:11](=O)[CH2:12][CH2:13][C:14]([OH:16])=[O:15])=[CH:10][C:5]=2[CH2:4][CH2:3]1.C1(C)C=CC=CC=1>O.[Zn]>[O:2]1[C:6]2[CH:7]=[CH:8][C:9]([CH2:11][CH2:12][CH2:13][C:14]([OH:16])=[O:15])=[CH:10][C:5]=2[CH2:4][CH2:3]1. Reported procedure: 300 g of zinc and 30 g of mercuric chloride are added with stirring to a mixture containing 510 ml of concentrated hydrochloric acid in 240 ml of water, 141 g of 4-(2,3-dihydro-5-benzofuranyl)-4-oxobutanoic acid obtained above and 300 ml of toluene. The reaction medium is brought to reflux for 6 hours. 150 ml of concentrated hydrochloric acid are added and refluxing is continued overnight. Starting materials: CC(C)(C)O, CCOC(=O)CCNC(=O)Cc1ccc(-c2ccc(-c3nc(C(N)=O)c(C)nc3C)cc2)c(Cl)c1, [K+], [OH-]. Yields the product Cc1nc(C)c(-c2ccc(-c3ccc(CC(=O)NCCC(=O)O)cc3Cl)cc2)nc1C(N)=O. As a reaction SMILES: [C:38]([OH:39])([CH3:40])([CH3:41])[CH3:42].[C:3]([NH2:4])(=[O:5])[c:6]1[c:7]([CH3:37])[n:8][c:9]([CH3:36])[c:10](-[c:12]2[cH:13][cH:14][c:15](-[c:18]3[c:19]([Cl:35])[cH:20][c:21]([CH2:24][C:25](=[O:26])[NH:27][CH2:28][CH2:29][C:30](=[O:31])[O:32][CH2:33][CH3:34])[cH:22][cH:23]3)[cH:16][cH:17]2)[n:11]1.[K+:2].[OH-:1]>>[C:3]([NH2:4])(=[O:5])[c:6]1[c:7]([CH3:37])[n:8][c:9]([CH3:36])[c:10](-[c:12]2[cH:13][cH:14][c:15](-[c:18]3[c:19]([Cl:35])[cH:20][c:21]([CH2:24][C:25](=[O:26])[NH:27][CH2:28][CH2:29][C:30](=[O:31])[OH:32])[cH:22][cH:23]3)[cH:16][cH:17]2)[n:11]1. The reactants are C, NCCc1ccccc1OCc1ccccc1, C1CCOC1, [H][H], [Pd]. Yields the product NCCc1ccccc1O. As a reaction SMILES: [C:20].[CH2:1]([c:2]1[cH:3][cH:4][cH:5][cH:6][cH:7]1)[O:8][c:9]1[c:10]([CH2:15][CH2:16][NH2:17])[cH:11][cH:12][cH:13][cH:14]1.[CH2:22]1[O:23][CH2:24][CH2:25][CH2:26]1.[H:18][H:19].[Pd:21]>>[OH:8][c:9]1[c:10]([CH2:15][CH2:16][NH2:17])[cH:11][cH:12][cH:13][cH:14]1. Reactants: Cl.C(#C)C=1C=C(C=CC1)NC1=NC=NC2=CC=C(C=C12)[N+](=O)[O-] ((3-Ethynyl-phenyl)-(6-nitro-quinazolin-4-yl)-amine hydrochloride), S(=O)([O-])S(=O)[O-].[Na+].[Na+] (sodium dithionite). The solvent is C(=O)O (formic acid). Product: NC=1C=C2C(=NC=NC2=CC1)NC1=CC(=CC=C1)C#C ((6-Amino-quinazolin-4-yl)-(3-ethynylphenyl)-amine). As a reaction SMILES: Cl.[C:2]([C:4]1[CH:5]=[C:6]([NH:10][C:11]2[C:20]3[C:15](=[CH:16][CH:17]=[C:18]([N+:21]([O-])=O)[CH:19]=3)[N:14]=[CH:13][N:12]=2)[CH:7]=[CH:8][CH:9]=1)#[CH:3].S(S([O-])=O)([O-])=O.[Na+].[Na+]>C(O)=O>[NH2:21][C:18]1[CH:19]=[C:20]2[C:15](=[CH:16][CH:17]=1)[N:14]=[CH:13][N:12]=[C:11]2[NH:10][C:6]1[CH:7]=[CH:8][CH:9]=[C:4]([C:2]#[CH:3])[CH:5]=1 |f:0.1,2.3.4|. Procedure details: (3-Ethynyl-phenyl)-(6-nitro-quinazolin-4-yl)-amine hydrochloride (500 mg, 1.50 mmol) was dissolved in 10 mL of formic acid and treated portion-wise with sodium dithionite (1.10 g, 6.28 mmol) at room temperature. After 2 hours the mixture was quenched with 120 mL of water and filtered. The filtrate was evaporated in vacuo to a residue which was dissolved in 100 mL of 1:1 methanol:chloroform, filtered and evaporated in vacuo to a second residue. This was triturated with 200 mL of 5% sodium bicarbo... The reactants are [BH4-], C1CCOC1, CO, COC(=O)c1ccc(C)cn1, [Na+]. Yields the product Cc1ccc(CO)nc1. RXN SMILES: [BH4-:1].[CH2:14]1[O:15][CH2:16][CH2:17][CH2:18]1.[CH3:19][OH:20].[CH3:3][c:4]1[cH:5][cH:6][c:7]([C:10](=[O:11])[O:12][CH3:13])[n:8][cH:9]1.[Na+:2]>>[CH3:3][c:4]1[cH:5][cH:6][c:7]([CH2:10][OH:11])[n:8][cH:9]1. The reactants are [H-].[Na+] (sodium hydride), C(C1=CC=CC=C1)(=O)C1=CC=CC=C1 (benzophenone), CS(=O)C (dimethylsulfoxide), [Br-].C(=O)(O)CCCC[P+](C1=CC=CC=C1)(C1=CC=CC=C1)C1=CC=CC=C1 ((4-carboxybutyl)triphenylphosphonium bromide). Run in O1CCCC1 (tetrahydrofuran). Product: C1(=CC=CC=C1)C(=CCCCC(=O)O)C1=CC=CC=C1 (6,6-diphenyl-5-hexenoic acid). The yield is 75.2%. Reaction SMILES: [H-].[Na+].CS(C)=O.[Br-].[C:8]([CH2:11][CH2:12][CH2:13][CH2:14][P+](C1C=CC=CC=1)(C1C=CC=CC=1)C1C=CC=CC=1)([OH:10])=[O:9].[C:34]([C:42]1[CH:47]=[CH:46][CH:45]=[CH:44][CH:43]=1)(=O)[C:35]1[CH:40]=[CH:39][CH:38]=[CH:37][CH:36]=1>O1CCCC1>[C:35]1([C:34]([C:42]2[CH:47]=[CH:46][CH:45]=[CH:44][CH:43]=2)=[CH:14][CH2:13][CH2:12][CH2:11][C:8]([OH:10])=[O:9])[CH:40]=[CH:39][CH:38]=[CH:37][CH:36]=1 |f:0.1,3.4|. Procedure: The reaction was carried out as in Example 87 using the following reagents: sodium hydride (56% dispersion in oil; 8.6 g), dimethylsulfoxide (100 mL), (4-carboxybutyl)triphenylphosphonium bromide (36.5 g), benzophenone (18.2 g), and tetrahydrofuran (100 mL). The crude product, isolated in the usual manner, was crystallized from hexane to give 16.5 g of 6,6-diphenyl-5-hexenoic acid, mp 111°-112.5° C. Anal. Calculated for C18H18O2 : C, 81.17; H, 6.81. Found: C, 81.39; H, 6.88. The reactants are C1(=CC=CC=C1)CC=O (phenylacetaldehyde), C(C1=CC=CC=C1)[C@H]1NCC[C@@H](C1)N(C(C(F)(F)F)=O)CC1=CC=NC2=CC=CC=C12 ((2R*,4S*)-2-benzyl-N-(4-quinolylmethyl)-N-trifluoroacetyl-4-piperidinamine), C(C)(=O)[O-].[Na+] (sodium acetate), C(#N)[BH3-].[Na+] (sodium cyanoborohydride), C(C)(=O)O (acetic acid). Run in C(C)O (ethanol). Conditions: time 16 hour. Product: C(C1=CC=CC=C1)[C@H]1N(CC[C@@H](C1)N(C(C(F)(F)F)=O)CC1=CC=NC2=CC=CC=C12)CCC1=CC=CC=C1 ((2R*,4S*)-2-Benzyl-1-(2-phenylethyl)-N-(4-quinolylmethyl)-N-trifluoroacetyl-4-piperidinamine). As a reaction SMILES: [C:1]1([CH2:7][CH:8]=O)[CH:6]=[CH:5][CH:4]=[CH:3][CH:2]=1.[CH2:10]([C@@H:17]1[CH2:22][C@@H:21]([N:23]([CH2:30][C:31]2[C:40]3[C:35](=[CH:36][CH:37]=[CH:38][CH:39]=3)[N:34]=[CH:33][CH:32]=2)[C:24](=[O:29])[C:25]([F:28])([F:27])[F:26])[CH2:20][CH2:19][NH:18]1)[C:11]1[CH:16]=[CH:15][CH:14]=[CH:13][CH:12]=1.C([O-])(=O)C.[Na+].C([BH3-])#N.[Na+].C(O)(=O)C>C(O)C>[CH2:10]([C@@H:17]1[CH2:22][C@@H:21]([N:23]([CH2:30][C:31]2[C:40]3[C:35](=[CH:36][CH:37]=[CH:38][CH:39]=3)[N:34]=[CH:33][CH:32]=2)[C:24](=[O:29])[C:25]([F:27])([F:28])[F:26])[CH2:20][CH2:19][N:18]1[CH2:8][CH2:7][C:1]1[CH:2]=[CH:3][CH:4]=[CH:5][CH:6]=1)[C:11]1[CH:12]=[CH:13][CH:14]=[CH:15][CH:16]=1 |f:2.3,4.5|. Procedure details: 209 μl (0.936 mmol) of phenylacetaldehyde are added dropwise over the course of 10 minutes to a solution of 100 mg (0.233 mmol) of (2R*,4S*)-2-benzyl-N-(4-quinolylmethyl)-N-trifluoroacetyl-4-piperidinamine, 58 mg (0.702 mmol) of sodium acetate, 44 mg (0.702 mmol) of sodium cyanoborohydride and 67 μl (1.17 mmol) of acetic acid in 2 ml of ethanol at room temperature. The reaction mixture is left to stir at room temperature for 16 hours. The residue after evaporation in a rotary evaporator is taken... Starting materials: NC(CCBr)C12CC3CC(CC(C3)C1)C2, [Na+], [Na+], O, O=S([O-])[O-]. The product is NC(CCS(=O)(=O)O)C12CC3CC(CC(C3)C1)C2. RXN SMILES: [C:1]12([CH:11]([CH2:12][CH2:13][Br:14])[NH2:15])[CH2:2][CH:3]3[CH2:4][CH:5]([CH2:6][CH:7]([CH2:8]1)[CH2:9]3)[CH2:10]2.[Na+:20].[Na+:21].[OH2:22].[S:16](=[O:17])([O-:18])[O-:19]>>[C:1]12([CH:11]([CH2:12][CH2:13][S:16](=[O:17])(=[O:18])[OH:19])[NH2:15])[CH2:2][CH:3]3[CH2:4][CH:5]([CH2:6][CH:7]([CH2:8]1)[CH2:9]3)[CH2:10]2.